Dataset: the Open Reaction Database (ORD), a public repository of structured organic reaction records. Task: describe an organic reaction: reactants, conditions, products, and yield The reactants are CC(C)=O, NS(=O)(=O)c1cc(CO)c(F)cc1Cl, O=[Mn]=O. The product is NS(=O)(=O)c1cc(C=O)c(F)cc1Cl. RXN SMILES: [CH3:15][C:16](=[O:17])[CH3:18].[Cl:1][c:2]1[c:3]([S:11](=[O:12])(=[O:13])[NH2:14])[cH:4][c:5]([CH2:9][OH:10])[c:6]([F:8])[cH:7]1.[O:19]=[Mn:20]=[O:21]>>[Cl:1][c:2]1[c:3]([S:11](=[O:12])(=[O:13])[NH2:14])[cH:4][c:5]([CH:9]=[O:10])[c:6]([F:8])[cH:7]1.